From a dataset of the Open Reaction Database (ORD), a public repository of structured organic reaction records. describe an organic reaction: reactants, conditions, products, and yield Reactants: FC1=C2COC(C2=CC=C1)=O (4-fluoro-1(3H)-isobenzofuranone), [OH-].[Na+] (sodium hydroxide), COC1=CC=C(CCl)C=C1 (4-methoxybenzyl chloride), N1N=NN=C1 (tetrazole), C(C=C)OP(N(C(C)C)C(C)C)OCC=C (bis(allyloxy)(diisopropylamino)phosphine), C(C)(C)(C)OO (tert-butyl hydroperoxide). The solvent is C(C)(=O)OCC (ethyl acetate), CCCCCC (hexane). Product: C(C=C)OP(=O)(OCC=C)OCC1=C(C(=O)OCC2=CC=C(C=C2)OC)C=CC=C1F (4-Methoxybenzyl 2-[[bis(allyloxy)phosphoryl]oxymethyl]-3-flourobenzoate). Isolated yield 31.1%. RXN SMILES: [F:1][C:2]1[CH:10]=[CH:9][CH:8]=[C:7]2[C:3]=1[CH2:4][O:5][C:6]2=[O:11].[OH-:12].[Na+].[CH3:14][O:15][C:16]1[CH:23]=[CH:22][C:19](CCl)=[CH:18][CH:17]=1.N1C=NN=N1.[CH2:29]([O:32][P:33]([O:41][CH2:42][CH:43]=[CH2:44])N(C(C)C)C(C)C)[CH:30]=[CH2:31].[C:45]([O:49]O)(C)(C)C>CCCCCC.C(OCC)(=O)C>[CH2:42]([O:41][P:33]([O:49][CH2:45][C:3]1[C:2]([F:1])=[CH:10][CH:9]=[CH:8][C:7]=1[C:6]([O:5][CH2:4][C:19]1[CH:18]=[CH:17][C:16]([O:15][CH3:14])=[CH:23][CH:22]=1)=[O:11])([O:32][CH2:29][CH:30]=[CH2:31])=[O:12])[CH:43]=[CH2:44] |f:1.2|. Procedure details: According to a similar procedure to that described in Example 4-(5), 4-fluoro-1(3H)-isobenzofuranone (described in Tetrahedron, 54, 7485 (1998); 1.52 g, 10 mmol) was reacted with an aqueous solution of sodium hydroxide (1.008N; 10 ml, 10 mmol), 4-methoxybenzyl chloride (1.57 g, 10 mmol), tetrazole (1.40 g, 20 mmol), bis(allyloxy)(diisopropylamino)phosphine (described in Tetrahedron Lett., 30, 4219 (1989); 3.43 g, 14 mmol), and tert-butyl hydroperoxide (80% di-tert-butyl peroxide solution; Merck;... Starting materials: Clc1ccc2c(c1)C(Br)c1cc(Cl)ccc1OCO2, OCCBr, O=C([O-])[O-], ClCCl, [K+], [K+]. The product is Clc1ccc2c(c1)C(OCCBr)c1cc(Cl)ccc1OCO2. RXN SMILES: [Br:1][CH:2]1[c:3]2[c:4]([cH:15][cH:16][c:17]([Cl:19])[cH:18]2)[O:5][CH2:6][O:7][c:8]2[c:9]1[cH:10][c:11]([Cl:14])[cH:12][cH:13]2.[Br:20][CH2:21][CH2:22][OH:23].[C:24](=[O:25])([O-:26])[O-:27].[Cl:30][CH2:31][Cl:32].[K+:28].[K+:29]>>[CH:2]1([O:23][CH2:22][CH2:21][Br:20])[c:3]2[c:4]([cH:15][cH:16][c:17]([Cl:19])[cH:18]2)[O:5][CH2:6][O:7][c:8]2[c:9]1[cH:10][c:11]([Cl:14])[cH:12][cH:13]2. Reactants: Cc1cccc(Br)c1O, N#Cc1cc(S(=O)(=O)Nc2ncns2)ccc1F, Cl, [K+], [K+], O=C([O-])[O-], CN(C)C=O. Product: Cc1cccc(Br)c1Oc1ccc(S(=O)(=O)Nc2ncns2)cc1C#N. As a reaction SMILES: [Br:1][c:2]1[c:3]([OH:9])[c:4]([CH3:8])[cH:5][cH:6][cH:7]1.[C:16](#[N:17])[c:18]1[cH:19][c:20]([S:25](=[O:26])(=[O:27])[NH:28][c:29]2[n:30][cH:31][n:32][s:33]2)[cH:21][cH:22][c:23]1[F:24].[ClH:34].[K+:10].[K+:11].[O-:12][C:13]([O-:14])=[O:15].[O:35]=[CH:36][N:37]([CH3:38])[CH3:39]>>[Br:1][c:2]1[c:3]([O:9][c:23]2[c:18]([C:16]#[N:17])[cH:19][c:20]([S:25](=[O:26])(=[O:27])[NH:28][c:29]3[n:30][cH:31][n:32][s:33]3)[cH:21][cH:22]2)[c:4]([CH3:8])[cH:5][cH:6][cH:7]1. Starting materials: C1(=CC=CC=C1)[C@@H](C)NC(=O)C1=CC=C(C=C1)C1=CC=C(C=C1)[C@H](CC(=O)C1=CC(=NC=C1)C)C1=C(C=CC=C1)C (4′-[(S)-3-(2-methyl-pyridin-4-yl)-3-oxo-1-o-tolyl-propyl]-biphenyl-4-carboxylic acid ((R)-1-phenyl-ethyl)-amide), Cl.NO (hydroxylamine hydrochloride), C(=O)(O)[O-].[Na+] (NaHCO3). Product: C1(=CC=CC=C1)[C@@H](C)NC(=O)C1=CC=C(C=C1)C1=CC=C(C=C1)[C@H](CC(C1=CC(=NC=C1)C)=NO)C1=C(C=CC=C1)C (4′-[(S)-3-[Hydroxyimino]-3-(2-methyl-pyridin-4-yl)-1-o-tolyl-propyl]-biphenyl-4-carboxylic acid ((R)-1-phenyl-ethyl)-amide). RXN SMILES: [C:1]1([C@H:7]([NH:9][C:10]([C:12]2[CH:17]=[CH:16][C:15]([C:18]3[CH:23]=[CH:22][C:21]([C@@H:24]([C:35]4[CH:40]=[CH:39][CH:38]=[CH:37][C:36]=4[CH3:41])[CH2:25][C:26]([C:28]4[CH:33]=[CH:32][N:31]=[C:30]([CH3:34])[CH:29]=4)=O)=[CH:20][CH:19]=3)=[CH:14][CH:13]=2)=[O:11])[CH3:8])[CH:6]=[CH:5][CH:4]=[CH:3][CH:2]=1.Cl.[NH2:43][OH:44].C([O-])(O)=O.[Na+]>>[C:1]1([C@H:7]([NH:9][C:10]([C:12]2[CH:17]=[CH:16][C:15]([C:18]3[CH:23]=[CH:22][C:21]([C@@H:24]([C:35]4[CH:40]=[CH:39][CH:38]=[CH:37][C:36]=4[CH3:41])[CH2:25][C:26](=[N:43][OH:44])[C:28]4[CH:33]=[CH:32][N:31]=[C:30]([CH3:34])[CH:29]=4)=[CH:20][CH:19]=3)=[CH:14][CH:13]=2)=[O:11])[CH3:8])[CH:6]=[CH:5][CH:4]=[CH:3][CH:2]=1 |f:1.2,3.4|. Procedure details: In analogy to example example 74, step 7, from 4′-[(S)-3-(2-methyl-pyridin-4-yl)-3-oxo-1-o-tolyl-propyl]-biphenyl-4-carboxylic acid ((R)-1-phenyl-ethyl)-amide and hydroxylamine hydrochloride in the presence of NaHCO3 was prepared the title compound as a mixture of E and Z isomers (3.4:1) as a colorless oil, MS (ESI+): m/z=553.702 ([M+H]+). Reactants: CN(CCO)C (2-dimethylaminoethanol), CC(C)([O-])C.[K+] (potassium tert-butoxide), C(C)(C)(C)OC(C1=C(C=C(C=C1)F)[N+](=O)[O-])=O (4-fluoro-2-nitro-benzoic acid tert-butyl ester), O (water). Solvent: C1CCOC1 (THF), C1CCOC1 (THF). Run at temperature 0 celsius, time 1 hour. Product: C(C)(C)(C)OC(C1=C(C=C(C=C1)OCCN(C)C)[N+](=O)[O-])=O (4-(2-dimethylamino-ethoxy)-2-nitro-benzoic acid tert-butyl ester). Isolated yield 35.2%. Reaction SMILES: [CH3:1][N:2]([CH3:6])[CH2:3][CH2:4][OH:5].CC(C)([O-])C.[K+].[C:13]([O:17][C:18](=[O:29])[C:19]1[CH:24]=[CH:23][C:22](F)=[CH:21][C:20]=1[N+:26]([O-:28])=[O:27])([CH3:16])([CH3:15])[CH3:14].O>C1COCC1>[C:13]([O:17][C:18](=[O:29])[C:19]1[CH:24]=[CH:23][C:22]([O:5][CH2:4][CH2:3][N:2]([CH3:6])[CH3:1])=[CH:21][C:20]=1[N+:26]([O-:28])=[O:27])([CH3:16])([CH3:14])[CH3:15] |f:1.2|. Reported procedure: To a solution of 2-dimethylaminoethanol (6.67 mL, 64.8 mmol) in anhydrous THF (100 mL), at 0° C., potassium tert-butoxide (6.66 g, 59.4 mmol) was added. The mixture was stirred at 0° C. for 1 h, then 4-fluoro-2-nitro-benzoic acid tert-butyl ester (10 g, 41.5 mmol) in anhydrous THF (50 mL) was added dropwise. After 2 hours at 0° C., the mixture was poured into water (1 L) and extracted with ethyl acetate (4×200 mL). The organic phase was washed with water, brine, dried with anhydrous sodium sulfa... Reaction SMILES: [OH:1]C1C2C(=CN=C(Cl)C=2)N=CC=1.[Cl:13][C:14]1[CH:19]=[C:18]([CH3:20])[C:17]([N+:21]([O-:23])=[O:22])=[CH:16][N:15]=1>>[Cl:13][C:14]1[CH:19]=[C:18]([C:17]([N+:21]([O-:23])=[O:22])=[CH:16][N:15]=1)[CH:20]=[O:1]. Reported procedure: A route to prepare 4-hydroxy 6-chloro 1,7 napthyridine is depicted in Scheme III. Starting with 2-chloro-4-methyl-5-nitropyridine, condensation with dimethylformamidedimethylacetal and subsequent oxidative cleavage yields 2-chloro-5-nitroisonicotinaldehyde. Chemoselective methyl addition to the aldehyde with methyllithium and titaniumtetrachloride at −50° C. followed by oxidation yields 1-(2-chloro-5-nitropyridin-4-yl)ethanone. Nitro reduction with iron in acetic acid, followed by a two step mon... The reactants are OC1=CC=NC2=CN=C(C=C12)Cl (4-hydroxy 6-chloro 1,7 napthyridine), ClC1=NC=C(C(=C1)C)[N+](=O)[O-] (2-chloro-4-methyl-5-nitropyridine). Product: ClC=1C=C(C=O)C(=CN1)[N+](=O)[O-] (2-chloro-5-nitroisonicotinaldehyde). The reactants are O=C([O-])[O-], CI, CN(C)C=O, CC(C)O, COC(=O)c1cc(F)c(O)nc1Nc1ccc(F)cc1F, [K+], [K+]. Product: COC(=O)c1cc(F)c(OC)nc1Nc1ccc(F)cc1F. RXN SMILES: [C:22](=[O:23])([O-:24])[O-:25].[CH3:28][I:29].[CH3:34][N:35]([CH3:36])[CH:37]=[O:38].[CH:30]([OH:31])([CH3:32])[CH3:33].[F:1][c:2]1[c:3]([NH:9][c:10]2[c:11]([C:12](=[O:13])[O:14][CH3:15])[cH:16][c:17]([F:21])[c:18]([OH:20])[n:19]2)[cH:4][cH:5][c:6]([F:8])[cH:7]1.[K+:26].[K+:27]>>[F:1][c:2]1[c:3]([NH:9][c:10]2[c:11]([C:12](=[O:13])[O:14][CH3:15])[cH:16][c:17]([F:21])[c:18]([O:20][CH3:22])[n:19]2)[cH:4][cH:5][c:6]([F:8])[cH:7]1. Starting materials: CCCCCCCCC(=O)NCC=1C=CC(=C(C1)OC)O (nonivamide), C(CCCCC)N (hexylamine). The product is C(CCCCCCCC)(=O)N (nonanamide). RXN SMILES: [CH3:1][CH2:2][CH2:3][CH2:4][CH2:5][CH2:6][CH2:7][CH2:8][C:9]([NH:11]CC1C=CC(O)=C(OC)C=1)=[O:10].C(N)CCCCC>>[C:9]([NH2:11])(=[O:10])[CH2:8][CH2:7][CH2:6][CH2:5][CH2:4][CH2:3][CH2:2][CH3:1]. Procedure: 10 g nonivamide and 5 ml hexylamine was used as the starting material and treated according to the procedure described in example 1 to give compound 6. Reactants: C(#N)C1=C(C=CC=C1O)CCCC(=O)OCC (ethyl 4-(2-cyano3-hydroxyphenyl)butanoate), S(=O)(=O)(OC[C@H]1CO1)C1=CC=C([N+](=O)[O-])C=C1 ((R)-glycidyl nosylate). The product is C([C@H]1CO1)OC1=C(C(=CC=C1)CCCC(=O)OCC)C#N ((R)-2-cyano-3-(3-carbethoxypropyl)phenyl Glycidyl Ether). Yield: 80.2%. RXN SMILES: [C:1]([C:3]1[C:8]([OH:9])=[CH:7][CH:6]=[CH:5][C:4]=1[CH2:10][CH2:11][CH2:12][C:13]([O:15][CH2:16][CH3:17])=[O:14])#[N:2].S(C1C=CC([N+]([O-])=O)=CC=1)(O[CH2:22][C@@H:23]1[O:25][CH2:24]1)(=O)=O>>[CH2:22]([O:9][C:8]1[CH:7]=[CH:6][CH:5]=[C:4]([CH2:10][CH2:11][CH2:12][C:13]([O:15][CH2:16][CH3:17])=[O:14])[C:3]=1[C:1]#[N:2])[C@@H:23]1[O:25][CH2:24]1. Reported procedure: Using the method of example 1(a), supra, ethyl 4-(2-cyano3-hydroxyphenyl)butanoate (1.9 g, 7.33 mmol) and (R)-glycidyl nosylate (1.78 g, 7.6 mmol) were used to prepare 1.70 g (80%) of the title compound as a white solid.